This data is from the Open Reaction Database (ORD), a public repository of structured organic reaction records. The task is: describe an organic reaction: reactants, conditions, products, and yield Reactants: CC1(CNC2=CC(=CC=C12)N1CCOCC1)C (4-(3,3-dimethylindolin-6-yl)morpholine), C=1C=CC(=CC1)P(C=2C=CC=CC2)C3=CC=C4C=CC=CC4=C3C5=C6C=CC=CC6=CC=C5P(C=7C=CC=CC7)C=8C=CC=CC8 (BINAP), ClC1=C(C(=NC2=CC=C(C=C12)Cl)C)CC (4,6-dichloro-3-ethyl-2-methylquinoline), C([O-])([O-])=O.[Cs+].[Cs+] (cesium carbonate). The reagents and catalysts are C=1C=CC(=CC1)/C=C/C(=O)/C=C/C2=CC=CC=C2.C=1C=CC(=CC1)/C=C/C(=O)/C=C/C2=CC=CC=C2.C=1C=CC(=CC1)/C=C/C(=O)/C=C/C2=CC=CC=C2.[Pd].[Pd] (Pd2(dba)3). The solvent is O1CCOCC1 (1,4-dioxane). Product: ClC=1C=C2C(=C(C(=NC2=CC1)C)CC)N1CC(C2=CC=C(C=C12)N1CCOCC1)(C)C (6-Chloro-4-(3,3-dimethyl-6-(4-morpholinyl)-2,3-dihydro-1H-indol-1-yl)-3-ethyl-2-methylquinoline). Reaction SMILES: [CH3:1][C:2]1([CH3:17])[C:10]2[C:5](=[CH:6][C:7]([N:11]3[CH2:16][CH2:15][O:14][CH2:13][CH2:12]3)=[CH:8][CH:9]=2)[NH:4][CH2:3]1.Cl[C:19]1[C:28]2[C:23](=[CH:24][CH:25]=[C:26]([Cl:29])[CH:27]=2)[N:22]=[C:21]([CH3:30])[C:20]=1[CH2:31][CH3:32].C(=O)([O-])[O-].[Cs+].[Cs+].C1C=CC(P(C2C(C3C(P(C4C=CC=CC=4)C4C=CC=CC=4)=CC=C4C=3C=CC=C4)=C3C(C=CC=C3)=CC=2)C2C=CC=CC=2)=CC=1>O1CCOCC1.C1C=CC(/C=C/C(/C=C/C2C=CC=CC=2)=O)=CC=1.C1C=CC(/C=C/C(/C=C/C2C=CC=CC=2)=O)=CC=1.C1C=CC(/C=C/C(/C=C/C2C=CC=CC=2)=O)=CC=1.[Pd].[Pd]>[Cl:29][C:26]1[CH:27]=[C:28]2[C:23](=[CH:24][CH:25]=1)[N:22]=[C:21]([CH3:30])[C:20]([CH2:31][CH3:32])=[C:19]2[N:4]1[C:5]2[C:10](=[CH:9][CH:8]=[C:7]([N:11]3[CH2:16][CH2:15][O:14][CH2:13][CH2:12]3)[CH:6]=2)[C:2]([CH3:17])([CH3:1])[CH2:3]1 |f:2.3.4,7.8.9.10.11|. Procedure: Prepared according to procedure T using 4-(3,3-dimethylindolin-6-yl)morpholine (0.033 g, 0.139 mmol), 4,6-dichloro-3-ethyl-2-methylquinoline (0.04 g, 0.167 mmol), cesium carbonate (0.091 g, 0.278 mmol), Pd2(dba)3 (0.013 g, 0.014 mmol) and (±) BINAP (0.013 g, 0.021 mmol) in 1,4-dioxane (1 mL). After purification by HPLC 6-chloro-4-(3,3-dimethyl-6-(4-morpholinyl)-2,3-dihydro-1H-indol-1-yl)-3-ethyl-2-methylquinoline was obtained: 1H NMR (500 MHz, chloroform-d) δ ppm 8.40 (1H, d, J=9.0 Hz), 7.72 (1H... The reactants are COc1ccc2cc(Br)ccc2c1, CCCc1ccc(N2CCNC(C)C2)cc1. The product is COc1ccc2cc(N3CCNC(C)C3)ccc2c1. As a reaction SMILES: [Br:17][c:18]1[cH:19][c:20]2[cH:21][cH:22][c:23]([O:28][CH3:29])[cH:24][c:25]2[cH:26][cH:27]1.[CH3:1][CH:2]1[CH2:3][N:4]([c:8]2[cH:9][cH:10][c:11]([CH2:12][CH2:13][CH3:14])[cH:15][cH:16]2)[CH2:5][CH2:6][NH:7]1>>[CH3:1][CH:2]1[CH2:3][N:4]([c:18]2[cH:19][c:20]3[cH:21][cH:22][c:23]([O:28][CH3:29])[cH:24][c:25]3[cH:26][cH:27]2)[CH2:5][CH2:6][NH:7]1. Starting materials: OC1=C(C(=O)O)C=CC(=C1)S(=O)(=O)C (2-hydroxy-4-(methylsulfonyl)benzoic acid), O1CCCC1.B (borane tetrahydrofurane). Run in C1CCOC1 (THF), C1CCOC1 (THF). Conditions: temperature 0 celsius, time 17 hour. Product: OCC1=C(C=C(C=C1)S(=O)(=O)C)O (2-(HYDROXYMETHYL)-5-(METHYLSULFONYL)PHENOL). Yield: 98.3%. RXN SMILES: [OH:1][C:2]1[CH:10]=[C:9]([S:11]([CH3:14])(=[O:13])=[O:12])[CH:8]=[CH:7][C:3]=1[C:4](O)=[O:5].O1CCCC1.B>C1COCC1>[OH:5][CH2:4][C:3]1[CH:7]=[CH:8][C:9]([S:11]([CH3:14])(=[O:12])=[O:13])=[CH:10][C:2]=1[OH:1] |f:1.2|. Reported procedure: 2-hydroxy-4-(methylsulfonyl)benzoic acid (3.59 g, 16.6 mmol) was dissolved in dry THF (100 ml) under a blanket of nitrogen. The solution was cooled down to 0° C. and 1.0 M borane tetrahydrofuran complex (61.4 ml, 61.4 mmol) was slowly added. After completed addition the reaction mixture was brought to ambient temperature and stirred for 17 h. Then it was cooled once more to 0° C. and carefully quenched with water, acidified with aqueous HCl (5%) and finally extracted several times with EtOAc. Th... Starting materials: C(C)C(C(=O)O)OC1=NOC(=C1)C(=O)O (ethyl (5-carboxyisoxazol-3-yl)oxyacetic acid), CCN=C=NCCCN(C)C.Cl (EDCl), C(CC)N1C(=O)N(C(=O)C(=C1N)N)CCC (1,3-dipropyl-5,6-diaminouracil). Run in CO (methanol), CO (methanol). Reaction conditions: time 2 hour. Product: C(CC)N1C(=O)N(C=2N=C(NC2C1=O)C1=CC(=NO1)OCC(=O)O)CCC (2-[5-(1,3-dipropyl-xanthin-8-yl)-isoxazol-3-yl)oxyacetic acid). Reaction SMILES: C([CH:3]([O:7][C:8]1[CH:12]=[C:11]([C:13](O)=O)[O:10][N:9]=1)[C:4]([OH:6])=[O:5])C.CCN=C=NCCCN(C)C.Cl.[CH2:28]([N:31]1[C:38]([NH2:39])=[C:37]([NH2:40])[C:35](=[O:36])[N:34]([CH2:41][CH2:42][CH3:43])[C:32]1=[O:33])[CH2:29][CH3:30]>CO>[CH2:41]([N:34]1[C:35](=[O:36])[C:37]2[NH:40][C:13]([C:11]3[O:10][N:9]=[C:8]([O:7][CH2:3][C:4]([OH:6])=[O:5])[CH:12]=3)=[N:39][C:38]=2[N:31]([CH2:28][CH2:29][CH3:30])[C:32]1=[O:33])[CH2:42][CH3:43] |f:1.2|. Procedure details: To a solution of ethyl (5-carboxyisoxazol-3-yl)oxyacetic acid (0.5 mmol) and EDCl (0.5 mmol) in methanol (20 mL) was added a solution of 1,3-dipropyl-5,6-diaminouracil (0.5 mmol), dissolved in methanol (20 mL). The mixture was stirred at room temperature for two hours, the solvent was then removed in vacuo, water added, and the solid that formed was collected by filtration and washed with additional cold water. The intermediate amide was heated in 20 mL of 2.5 N NaOH at 70° C. for 30 minutes to ...